Task: describe an organic reaction: reactants, conditions, products, and yield. Dataset: the Open Reaction Database (ORD), a public repository of structured organic reaction records Reactants: [Al+3], ClCCl, CCOC(=O)c1ccc2c(c1)CC(COC)O2, [H-], [H-], [H-], [H-], [Li+], C1CCOC1. Product: COCC1Cc2cc(CO)ccc2O1. As a reaction SMILES: [Al+3:19].[CH2:29]([Cl:30])[Cl:31].[CH3:1][O:2][CH2:3][CH:4]1[O:5][c:6]2[c:7]([cH:9][c:10]([C:13](=[O:14])[O:15][CH2:16][CH3:17])[cH:11][cH:12]2)[CH2:8]1.[H-:18].[H-:21].[H-:22].[H-:23].[Li+:20].[O:24]1[CH2:25][CH2:26][CH2:27][CH2:28]1>>[CH3:1][O:2][CH2:3][CH:4]1[O:5][c:6]2[c:7]([cH:9][c:10]([CH2:13][OH:14])[cH:11][cH:12]2)[CH2:8]1.